This data is from the Open Reaction Database (ORD), a public repository of structured organic reaction records. The task is: describe an organic reaction: reactants, conditions, products, and yield Reactants: BrC1=C(C2=CC=C(C=C2C=C1CCC(F)(F)F)OC)O (2-Bromo-6-(methyloxy)-3-(3,3,3-trifluoropropyl)-1-naphthalenol), COCCl (chloromethyl methyl ether), C(C)(C)N(CC)C(C)C (diisopropylethylamine). The solvent is C1CCOC1 (THF). Product: BrC1=C(C2=CC=C(C=C2C=C1CCC(F)(F)F)OC)OCOC (2-Bromo-6-(methyloxy)-1-{[(methyloxy)methyl]oxy}-3-(3,3,3-trifluoropropyl)naphthalene). Isolated yield 80.0%. RXN SMILES: [Br:1][C:2]1[C:11]([CH2:12][CH2:13][C:14]([F:17])([F:16])[F:15])=[CH:10][C:9]2[C:4](=[CH:5][CH:6]=[C:7]([O:18][CH3:19])[CH:8]=2)[C:3]=1[OH:20].[CH3:21][O:22][CH2:23]Cl.C(N(C(C)C)CC)(C)C>C1COCC1>[Br:1][C:2]1[C:11]([CH2:12][CH2:13][C:14]([F:17])([F:16])[F:15])=[CH:10][C:9]2[C:4](=[CH:5][CH:6]=[C:7]([O:18][CH3:19])[CH:8]=2)[C:3]=1[O:20][CH2:21][O:22][CH3:23]. Reported procedure: 2-Bromo-6-(methyloxy)-3-(3,3,3-trifluoropropyl)-1-naphthalenol (122) (0.47 g, 1.35 mmol) was treated with chloromethyl methyl ether in the presence of diisopropylethylamine in THF to give 0.42 g (80%) of the title compound (123) as a colorless oil. 1H NMR (400 MHz, CDCl3): δ 2.40-2.55 (m, 2H), 3.10-3.20 (m, 2H), 3.72 (s, 3H), 3.91 (s, 3H), 5.23 (s, 2H), 7.04 (d, J=2.6 Hz, 1H), 7.16 (dd, J1=9.3 Hz, J2=2.5 Hz, 1H), 7.43 (s, 1H), 8.03 (d, J=9.3 Hz, 1H). Starting materials: CC(=O)OC(C)=O, Cl, O=C(O)CN1C(=O)C(c2ccc(O)cc2)Sc2ccccc21, c1ccncc1. As a reaction SMILES: [CH3:24][C:25](=[O:26])[O:27][C:28](=[O:29])[CH3:30].[ClH:23].[OH:1][c:2]1[cH:3][cH:4][c:5]([CH:8]2[S:9][c:10]3[c:11]([cH:19][cH:20][cH:21][cH:22]3)[N:12]([CH2:15][C:16](=[O:17])[OH:18])[C:13]2=[O:14])[cH:6][cH:7]1.[cH:31]1[cH:32][cH:33][n:34][cH:35][cH:36]1>>[O:1]([c:2]1[cH:3][cH:4][c:5]([CH:8]2[S:9][c:10]3[c:11]([cH:19][cH:20][cH:21][cH:22]3)[N:12]([CH2:15][C:16](=[O:17])[OH:18])[C:13]2=[O:14])[cH:6][cH:7]1)[C:25]([CH3:24])=[O:26]. The product is CC(=O)Oc1ccc(C2Sc3ccccc3N(CC(=O)O)C2=O)cc1.